This data is from the Open Reaction Database (ORD), a public repository of structured organic reaction records. The task is: describe an organic reaction: reactants, conditions, products, and yield The reactants are O=CO, NCCCCCC(=O)O, CSc1nc(N)c(N=O)c(O)n1, O. Product: Nc1nc(NCCCCCC(=O)O)nc(O)c1N=O. As a reaction SMILES: [CH:23]([OH:24])=[O:25].[NH2:13][CH2:14][CH2:15][CH2:16][CH2:17][CH2:18][C:19](=[O:20])[OH:21].[NH2:1][c:2]1[n:3][c:4]([S:11][CH3:12])[n:5][c:6]([OH:10])[c:7]1[N:8]=[O:9].[OH2:22]>>[NH2:1][c:2]1[n:3][c:4]([NH:13][CH2:14][CH2:15][CH2:16][CH2:17][CH2:18][C:19](=[O:20])[OH:21])[n:5][c:6]([OH:10])[c:7]1[N:8]=[O:9]. Starting materials: BrCC(=O)C1=CC=CC2=CC=CC=C12 (1-(α-Bromoacetyl)naphthalene), CN(C(=O)N)C (1,1-dimethylurea), C(C)(=O)OCC (ethyl acetate). Run in CN(C=O)C (dimethylformamide). The product is CN(C=1OC=C(N1)C1=CC=CC2=CC=CC=C12)C (2-dimethylamino-4-(naphth-1-yl)oxazole). Reaction SMILES: Br[CH2:2][C:3]([C:5]1[C:14]2[C:9](=[CH:10][CH:11]=[CH:12][CH:13]=2)[CH:8]=[CH:7][CH:6]=1)=O.[CH3:15][N:16]([CH3:20])[C:17]([NH2:19])=[O:18].C(OCC)(=O)C>CN(C)C=O>[CH3:15][N:16]([CH3:20])[C:17]1[O:18][CH:2]=[C:3]([C:5]2[C:14]3[C:9](=[CH:10][CH:11]=[CH:12][CH:13]=3)[CH:8]=[CH:7][CH:6]=2)[N:19]=1. Reported procedure: 1-(α-Bromoacetyl)naphthalene (5 g) and 1,1-dimethylurea (6 g) were stirred in anhydrous dimethylformamide (20 ml) at 105° C. overnight. The mixture was cooled, added to ethyl acetate, washed with sodium bicarbonate solution, water, brine, dried with sodium sulphate, filtered and evaporated in vacuo. The title compound was obtained (0.60 g; m.p. 30-32° C.) following silica gel column chromatography of the residue in dichloromethane. The reactants are CC=1N=C2N(C=C(C=C2NCC2=C(C=CC=C2C)CC)C(=O)OC)C1C (Methyl 2,3-dimethyl-8-(2-ethyl-6-methylbenzylamino)-imidazo[1,2-a]pyridine-6-carboxylate), [OH-].[Na+] (NaOH). Solvent: O1CCOCC1 (1,4-dioxane). Yields the product CC=1N=C2N(C=C(C=C2NCC2=C(C=CC=C2C)CC)C(=O)O)C1C (2,3-dimethyl-8-(2-ethyl-6-methylbenzylamino)-imidazo[1,2-a]pyridine-6-carboxylic acid). Yield: 94.3%. Reaction SMILES: [CH3:1][C:2]1[N:3]=[C:4]2[C:9]([NH:10][CH2:11][C:12]3[C:17]([CH3:18])=[CH:16][CH:15]=[CH:14][C:13]=3[CH2:19][CH3:20])=[CH:8][C:7]([C:21]([O:23]C)=[O:22])=[CH:6][N:5]2[C:25]=1[CH3:26].[OH-].[Na+]>O1CCOCC1>[CH3:1][C:2]1[N:3]=[C:4]2[C:9]([NH:10][CH2:11][C:12]3[C:17]([CH3:18])=[CH:16][CH:15]=[CH:14][C:13]=3[CH2:19][CH3:20])=[CH:8][C:7]([C:21]([OH:23])=[O:22])=[CH:6][N:5]2[C:25]=1[CH3:26] |f:1.2|. Reported procedure: Methyl 2,3-dimethyl-8-(2-ethyl-6-methylbenzylamino)-imidazo[1,2-a]pyridine-6-carboxylate (0.4 g, 1.1 mmol) was added to a mixture of 1,4-dioxane (6 ml) and 2 M NaOH (6 ml) and was refluxed for 30 min. The dioxane was evaporated under reduced pressure and the aqueous solution was made acidic by addition of 2 M HCl. The acidic aqueous was basified by the addition of a saturated bicarbonate solution and the solid that formed was isolated by filtration to give 0.35 g (91%) of the title compound. Reactants: C(C)OP(=O)(OCC)CCCCON1C2=NC=NC(=C2N=C1)N (9-[4-(Diethoxyphosphoryl)butoxy]adenine), Br[Si](C)(C)C (bromotrimethylsilane). The solvent is CN(C=O)C (dimethylformamide). Run at temperature 23 celsius, time 90 minute. Product: P(=O)(O)(O)CCCCON1C2=NC=NC(=C2N=C1)N (9-(4-Phosphonobutoxy)adenine). Yield: 69.6%. As a reaction SMILES: C([O:3][P:4]([CH2:9][CH2:10][CH2:11][CH2:12][O:13][N:14]1[CH:22]=[N:21][C:20]2[C:15]1=[N:16][CH:17]=[N:18][C:19]=2[NH2:23])([O:6]CC)=[O:5])C.Br[Si](C)(C)C>CN(C)C=O>[P:4]([CH2:9][CH2:10][CH2:11][CH2:12][O:13][N:14]1[CH:22]=[N:21][C:20]2[C:15]1=[N:16][CH:17]=[N:18][C:19]=2[NH2:23])([OH:5])([OH:6])=[O:3]. Procedure details: 9-[4-(Diethoxyphosphoryl)butoxy]adenine (0.165 g, 0.48 mmol) and bromotrimethylsilane (0.62 ml, 4.8 mmol) were dissolved in dimethylformamide (5 ml) and the reaction mixture was stirred at 23° C. for 90 min. The solvent was evaporated and the residue dissolved in methanol-water solution (9:1). The material crystallised from the solution to give the title compound as colourless crystals (96 mg, 70%), m.p. 265°-268° C. 1H NMR: δH [CD3)2SO] 1.77 (6H, m, CH2CH2CH2P), 4.45 (2H, t, J=6 Hz, NOCH2), 7.4...